This data is from the Open Reaction Database (ORD), a public repository of structured organic reaction records. The task is: describe an organic reaction: reactants, conditions, products, and yield Reactants: BrC=1C=C(C=C(C1)F)C(=O)NC=1OC(=NN1)C=1OC=CC1 (3-bromo-5-fluoro-N-[5-(2-furyl)-1,3,4-oxadiazol-2-yl]benzenecarboxamide), C(C)C1=CC=C(C=C1)C1=CC=C(C=C1)B(O)O (4′-ethyl-4-biphenylboronic acid). The product is C(C)C1=CC=C(C=C1)C1=CC=C(C=C1)C1=CC(=CC(=C1)F)C(=O)NC=1OC(=NN1)C=1OC=CC1 (4″-Ethyl-5-fluoro-N-[5-(2-furyl)-1,3,4-oxadiazol-2-yl]-3-(p-terphenyl)carboxamide). As a reaction SMILES: Br[C:2]1[CH:3]=[C:4]([C:9]([NH:11][C:12]2[O:13][C:14]([C:17]3[O:18][CH:19]=[CH:20][CH:21]=3)=[N:15][N:16]=2)=[O:10])[CH:5]=[C:6]([F:8])[CH:7]=1.[CH2:22]([C:24]1[CH:29]=[CH:28][C:27]([C:30]2[CH:35]=[CH:34][C:33](B(O)O)=[CH:32][CH:31]=2)=[CH:26][CH:25]=1)[CH3:23]>>[CH2:22]([C:24]1[CH:29]=[CH:28][C:27]([C:30]2[CH:35]=[CH:34][C:33]([C:2]3[CH:7]=[C:6]([F:8])[CH:5]=[C:4]([C:9]([NH:11][C:12]4[O:13][C:14]([C:17]5[O:18][CH:19]=[CH:20][CH:21]=5)=[N:15][N:16]=4)=[O:10])[CH:3]=3)=[CH:32][CH:31]=2)=[CH:26][CH:25]=1)[CH3:23]. Procedure details: The title compound was synthesized in accordance with the synthesis method of compound Ia-50, using 3-bromo-5-fluoro-N-[5-(2-furyl)-1,3,4-oxadiazol-2-yl]benzenecarboxamide prepared in Reference Example 6 instead of compound Ia-50 and using commercially available 4′-ethyl-4-biphenylboronic acid instead of 1-methyl-5-indoleboronic acid pinacol ester. Starting materials: ClC1=C2C(=NC=C1)C=C(O2)C2=CC(=C(C(=C2)C)OC)C (7-chloro-2-(4-methoxy-3,5-dimethylphenyl)furo[3,2-b]pyridine), CC1=C2C=CNC2=CC=C1N (4-methyl-1H-indol-5-ylamine). Yields the product COC1=C(C=C(C=C1C)C1=CC2=NC=CC(=C2O1)NC=1C(=C2C=CNC2=CC1)C)C ([2-(4-Methoxy-3,5-dimethyl-phenyl)-furo[3,2-b]pyridin-7-yl]-(4-methyl-1H-indol-5-yl)-amine), solid. Yield: 56.0%. Reaction SMILES: Cl[C:2]1[CH:7]=[CH:6][N:5]=[C:4]2[CH:8]=[C:9]([C:11]3[CH:16]=[C:15]([CH3:17])[C:14]([O:18][CH3:19])=[C:13]([CH3:20])[CH:12]=3)[O:10][C:3]=12.[CH3:21][C:22]1[C:30]([NH2:31])=[CH:29][CH:28]=[C:27]2[C:23]=1[CH:24]=[CH:25][NH:26]2>>[CH3:19][O:18][C:14]1[C:15]([CH3:17])=[CH:16][C:11]([C:9]2[O:10][C:3]3[C:4](=[N:5][CH:6]=[CH:7][C:2]=3[NH:31][C:30]3[C:22]([CH3:21])=[C:23]4[C:27](=[CH:28][CH:29]=3)[NH:26][CH:25]=[CH:24]4)[CH:8]=2)=[CH:12][C:13]=1[CH3:20]. Procedure: The title compound was prepared by procedure E using 7-chloro-2-(4-methoxy-3,5-dimethylphenyl)furo[3,2-b]pyridine (28.90 mg; 0.10 mmol; 1.00 eq.) instead of 7-chloro-2-(3,4,5-trimethoxyphenyl)furo[3,2-b]pyridine, and 4-methyl-1H-indol-5-ylamine (15.42 mg; 0.11 mmol; 1.05 eq.) instead of 6-amino-2,2-difluoro-4H-benzo[1,4]oxazin-3-one, and was obtained as a white solid (22 mg, 56%). (HPLC (method F): 99%, RT: 4.37 min); 1H NMR (500 MHz, DMSO-d6) δ [ppm] 11.15 (s, 1H), 8.51 (s, 1H), 7.94 (d, J=5.5,... Starting materials: F[C@@H]1[C@@H]2[C@H]3CCC(C=C3C[C@H]([C@H]2[C@@H]2CCC([C@@]2(C)C1)=O)C)=O (11β-fluoro-7α-methylestr-4-ene-3,17-dione), C(C)O (ethanol), O (water), [BH4-].[Na+] (sodium borohydride), [BH4-].[Na+] (sodium borohydride), ice water. Solvent: O1CCCC1 (tetrahydrofuran). Conditions: temperature -55 celsius, time 1.5 hour. The product is F[C@@H]1[C@@H]2[C@H]3CCC(C=C3C[C@H]([C@H]2[C@@H]2CC[C@@H]([C@@]2(C)C1)O)C)=O (11β-Fluoro-17β-hydroxy-7α-methylestr-4-en-3-one). Yield: 45.7%. As a reaction SMILES: [F:1][C@H:2]1[CH2:19][C@@:17]2([CH3:18])[C@@H:13]([CH2:14][CH2:15][C:16]2=[O:20])[C@H:12]2[C@H:3]1[C@@H:4]1[C:9]([CH2:10][C@H:11]2[CH3:21])=[CH:8][C:7](=[O:22])[CH2:6][CH2:5]1.C(O)C.O.[BH4-].[Na+]>O1CCCC1>[F:1][C@H:2]1[CH2:19][C@@:17]2([CH3:18])[C@@H:13]([CH2:14][CH2:15][C@@H:16]2[OH:20])[C@H:12]2[C@H:3]1[C@@H:4]1[C:9]([CH2:10][C@H:11]2[CH3:21])=[CH:8][C:7](=[O:22])[CH2:6][CH2:5]1 |f:3.4|. Procedure details: A solution of 500 mg of 11β-fluoro-7α-methylestr-4-ene-3,17-dione (B′) in 10 ml of tetrahydrofuran, 5.8 ml of ethanol and 1.15 ml of water was stirred at −55° C. with 175.6 mg of sodium borohydride for 2.5 hours. After another 351.2 mg of sodium borohydride was added, it was stirred for another 1.5 hours at −55° C., then added to ice water, extracted three times with ethyl acetate, washed neutral, dried on sodium sulfate and concentrated by evaporation in a vacuum. Then, it was chromatographed o... The reactants are Cl (hydrogen chloride), ClC=1C=C(C=C(C1)Cl)C=1C=C2CCN(CC2=CC1)C(=O)OC(C)(C)C (tert.-butyl 6-(3,5-dichloro-phenyl)-3,4-dihydro-1H-isoquinoline-2-carboxylate). Run in C(C)(=O)OCC (ethyl acetate). Product: Cl.ClC=1C=C(C=C(C1)Cl)C=1C=C2CCNCC2=CC1 (6-(3,5-dichlorophenyl)-3,4-dihydro-1H-isochinoline hydrochloride). Isolated yield 18.1%. Reaction SMILES: Cl.[Cl:2][C:3]1[CH:4]=[C:5]([C:10]2[CH:11]=[C:12]3[C:17](=[CH:18][CH:19]=2)[CH2:16][N:15](C(OC(C)(C)C)=O)[CH2:14][CH2:13]3)[CH:6]=[C:7]([Cl:9])[CH:8]=1>C(OCC)(=O)C>[ClH:2].[Cl:2][C:3]1[CH:4]=[C:5]([C:10]2[CH:11]=[C:12]3[C:17](=[CH:18][CH:19]=2)[CH2:16][NH:15][CH2:14][CH2:13]3)[CH:6]=[C:7]([Cl:9])[CH:8]=1 |f:3.4|. Procedure details: A stream of hydrogen chloride gas was conducted through a solution of 3.42 g (0.0904 mol) of tert.-butyl 6-(3,5-dichloro-phenyl)-3,4-dihydro-1H-isoquinoline-2-carboxylate in 180 ml of ethyl acetate. The reaction was followed by thin-layer chromatography. The mixture was cooled to 0° and suction filtered. 2.58 g (91%) of 6-(3,5-dichlorophenyl)-3,4-dihydro-1H-isochinoline hydrochloride were obtained as white crystals; m.p. 220°-260° (dec.). Starting materials: COc1ccc([N+](=O)[O-])cc1CBr, CN(C)C=O, O, Nc1nc(-c2ccco2)c2[nH]nnc2n1. The product is COc1ccc([N+](=O)[O-])cc1Cn1nnc2c(-c3ccco3)nc(N)nc21. Reaction SMILES: [CH3:16][O:17][c:18]1[c:19]([CH2:20][Br:21])[cH:22][c:23]([N+:26](=[O:27])[O-:28])[cH:24][cH:25]1.[O:29]=[CH:30][N:31]([CH3:32])[CH3:33].[OH2:34].[o:1]1[c:2](-[c:6]2[c:7]3[c:8]([n:9][c:10]([NH2:12])[n:11]2)[n:13][n:14][nH:15]3)[cH:3][cH:4][cH:5]1>>[o:1]1[c:2](-[c:6]2[c:7]3[c:8]([n:9][c:10]([NH2:12])[n:11]2)[n:13]([CH2:20][c:19]2[c:18]([O:17][CH3:16])[cH:25][cH:24][c:23]([N+:26](=[O:27])[O-:28])[cH:22]2)[n:14][n:15]3)[cH:3][cH:4][cH:5]1. Reactants: O=CCCBr, CO, C#CC(C)(C)N, [Na+], [OH-]. The product is C#CC(C)(C)NCCC=O. RXN SMILES: [Br:7][CH2:8][CH2:9][CH:10]=[O:11].[CH3:14][OH:15].[CH3:1][C:2]([C:3]#[CH:4])([CH3:5])[NH2:6].[Na+:13].[OH-:12]>>[CH3:1][C:2]([C:3]#[CH:4])([CH3:5])[NH:6][CH2:8][CH2:9][CH:10]=[O:11]. The reactants are O=C(O)c1ccc2c(c1)OCCO2, C[C@H](N)c1cccc2ccccc12. The reagents and catalysts are CN(C)C(=[N+](C)C)ON1C2=C(C=CC=N2)N=N1.F[P-](F)(F)(F)(F)F (HATU), CCN(C(C)C)C(C)C (DIPEA). Run in CN(C)C=O (DMF), CN(C)C=O (DMF), CN(C)C=O (DMF), CN(C)C=O (DMF), CN(C)C=O (DMF), CN(C)C=O (DMF). Conditions: temperature 25 celsius, time 2 hour. Product: CC(NC(=O)c1ccc2c(c1)OCCO2)c1cccc2ccccc12. Yield: 84.8%. Reaction SMILES: C[C@H](N)c1cccc2ccccc12.O=C(O)c1ccc2c(c1)OCCO2.CN(C)C(=[N+](C)C)ON1C2=C(C=CC=N2)N=N1.F[P-](F)(F)(F)(F)F.CCN(C(C)C)C(C)C.CN(C)C=O>>CC(NC(=O)c1ccc2c(c1)OCCO2)c1cccc2ccccc12. Starting materials: COC(=O)c1cc(I)ccc1NS(C)(=O)=O, CI, [K+], [K+], O=C([O-])[O-], CN(C)C=O. Yields the product COC(=O)c1cc(I)ccc1N(C)S(C)(=O)=O. As a reaction SMILES: [I:1][c:2]1[cH:3][cH:4][c:5]([NH:12][S:13](=[O:14])(=[O:15])[CH3:16])[c:6]([C:7](=[O:8])[O:9][CH3:10])[cH:11]1.[I:23][CH3:24].[K+:17].[K+:18].[O-:19][C:20]([O-:21])=[O:22].[O:25]=[CH:26][N:27]([CH3:28])[CH3:29]>>[I:1][c:2]1[cH:3][cH:4][c:5]([N:12]([S:13](=[O:14])(=[O:15])[CH3:16])[CH3:20])[c:6]([C:7](=[O:8])[O:9][CH3:10])[cH:11]1. Reactants: BrC=1C=CC2=C(C(=NCC=3N2C(=NN3)CCl)C3=C(C=CC=C3)Cl)C1 (8-bromo-1-(chloromethyl)-6-(o-chlorophenyl)-4H-s-triazolo[4,3-a][1,4]benzodiazepine), [I-].[K+] (potassium iodide), N1CCOCC1 (morpholine). Solvent: O1CCCC1 (tetrahydrofuran). Yields the product BrC=1C=CC2=C(C(=NCC=3N2C(=NN3)CN3CCOCC3)C3=C(C=CC=C3)Cl)C1 (8-bromo-1-(morpholinomethyl)-6-(o-chlorophenyl)-4H-s-triazolo[4,3-a][1,4]benzodiazepine). Reaction SMILES: [Br:1][C:2]1[CH:3]=[CH:4][C:5]2[N:11]3[C:12]([CH2:15]Cl)=[N:13][N:14]=[C:10]3[CH2:9][N:8]=[C:7]([C:17]3[CH:22]=[CH:21][CH:20]=[CH:19][C:18]=3[Cl:23])[C:6]=2[CH:24]=1.[I-].[K+].[NH:27]1[CH2:32][CH2:31][O:30][CH2:29][CH2:28]1>O1CCCC1>[Br:1][C:2]1[CH:3]=[CH:4][C:5]2[N:11]3[C:12]([CH2:15][N:27]4[CH2:32][CH2:31][O:30][CH2:29][CH2:28]4)=[N:13][N:14]=[C:10]3[CH2:9][N:8]=[C:7]([C:17]3[CH:22]=[CH:21][CH:20]=[CH:19][C:18]=3[Cl:23])[C:6]=2[CH:24]=1 |f:1.2|. Procedure details: In the manner given in Preparation 48, 8-bromo-1-(chloromethyl)-6-(o-chlorophenyl)-4H-s-triazolo[4,3-a][1,4]benzodiazepine, potassium iodide, and morpholine in tetrahydrofuran are reacted to give 8-bromo-1-(morpholinomethyl)-6-(o-chlorophenyl)-4H-s-triazolo[4,3-a][1,4]benzodiazepine.